Task: describe an organic reaction: reactants, conditions, products, and yield. Dataset: the Open Reaction Database (ORD), a public repository of structured organic reaction records Starting materials: C(C)(C)C=1C(=CC(=C(C=O)C1)C)OC (5-Isopropyl-4-methoxy-2-methylbenzaldehyde), CC1=C2CC(NC2=CC=C1Cl)=O (4-methyl-5-chloro-2-oxindole). Yields the product ClC=1C(=C2C(C(NC2=CC1)=O)=CC1=C(C=C(C(=C1)C(C)C)OC)C)C (5-chloro-3-(5-isopropyl-4-methoxy-2-methylbenzylidene)-4-methyl-1,3-dihydroindol-2-one). As a reaction SMILES: [CH:1]([C:4]1[C:5]([O:13][CH3:14])=[CH:6][C:7]([CH3:12])=[C:8]([CH:11]=1)[CH:9]=O)([CH3:3])[CH3:2].[CH3:15][C:16]1[C:24]([Cl:25])=[CH:23][CH:22]=[C:21]2[C:17]=1[CH2:18][C:19](=[O:26])[NH:20]2>>[Cl:25][C:24]1[C:16]([CH3:15])=[C:17]2[C:21](=[CH:22][CH:23]=1)[NH:20][C:19](=[O:26])[C:18]2=[CH:9][C:8]1[CH:11]=[C:4]([CH:1]([CH3:3])[CH3:2])[C:5]([O:13][CH3:14])=[CH:6][C:7]=1[CH3:12]. Reported procedure: 5-Isopropyl-4-methoxy-2-methylbenzaldehyde was condensed with 4-methyl-5-chloro-2-oxindole to give 0.3 g of 5-chloro-3-(5-isopropyl-4-methoxy-2-methylbenzylidene)-4-methyl-1,3-dihydroindol-2-one as a yellow-orange solid. The reactants are Cc1cc(-c2c(C)n(C)n(-c3ccccc3)c2=O)nn1C(=O)OC(C)(C)C, ClCCl, O=C(O)C(F)(F)F. Product: Cc1cc(-c2c(C)n(C)n(-c3ccccc3)c2=O)[nH]n1. RXN SMILES: [C:1]([O:2][C:3](=[O:4])[n:8]1[n:9][c:10](-[c:14]2[c:15](=[O:27])[n:16](-[c:21]3[cH:22][cH:23][cH:24][cH:25][cH:26]3)[n:17]([CH3:20])[c:18]2[CH3:19])[cH:11][c:12]1[CH3:13])([CH3:5])([CH3:6])[CH3:7].[Cl:35][CH2:36][Cl:37].[OH:28][C:29]([C:30]([F:31])([F:32])[F:33])=[O:34]>>[n:8]1[nH:9][c:10](-[c:14]2[c:15](=[O:27])[n:16](-[c:21]3[cH:22][cH:23][cH:24][cH:25][cH:26]3)[n:17]([CH3:20])[c:18]2[CH3:19])[cH:11][c:12]1[CH3:13]. The reactants are ClCCl.CO (dichloromethane methanol), NC=1C(=CC=CC1)C (o-toluidine), C[Al](C)C (Trimethylaluminum), COC=1C=C(C#N)C=CC1 (3-methoxybenzonitrile). Solvent: C1(=CC=CC=C1)C (toluene), C1(=CC=CC=C1)C (toluene). Conditions: time 2 hour. Product: COC=1C=C(C(=O)NC2=C(C=CC=C2)C)C=CC1 (3-methoxy-N-(o-tolyl)benzamide). As a reaction SMILES: [NH2:1][C:2]1[C:3]([CH3:8])=[CH:4][CH:5]=[CH:6][CH:7]=1.C[Al](C)C.[CH3:13][O:14][C:15]1[CH:16]=[C:17]([CH:20]=[CH:21][CH:22]=1)[C:18]#N.ClCCl.C[OH:27]>C1(C)C=CC=CC=1>[CH3:13][O:14][C:15]1[CH:16]=[C:17]([CH:20]=[CH:21][CH:22]=1)[C:18]([NH:1][C:2]1[CH:7]=[CH:6][CH:5]=[CH:4][C:3]=1[CH3:8])=[O:27] |f:3.4|. Procedure: To a 500 mL 3-neck round bottom flask was added o-toluidine (4.50 g, 42.0 mmol) and 150 mL toluene. The solution was cooled in an ice bath under nitrogen. Trimethylaluminum (2.0 M in toluene, 29.4 ml, 58.8 mmol) was added dropwise via dropping funnel. The reaction mixture was stirred at room temperature for 2 hours under nitrogen. Next, 3-methoxybenzonitrile (7.27 g, 54.6 mmol) in 50 mL toluene was added and the reaction mixture was heated to 70° C. overnight under nitrogen. The reaction mixture... Reactants: OCCN1CCC(CC1)NC(=O)C=1NC2=CC=CC(=C2C1)C=1C=NC(=CC1)OC (4-(6-Methoxy-pyridin-3-yl)-1H-indole-2-carboxylic acid [1-(2-hydroxy-ethyl)-piperidin-4-yl]-amide), C[C@H]1CNCC[C@@H]1OC(C(C)(C)C)=O (2,2-Dimethyl-propionic acid (3S,4S)-3-methyl-piperidin-4-yl ester). The product is O[C@@H]1[C@H](CN(CC1)CCN1CCC(CC1)NC(=O)C=1NC2=CC=CC(=C2C1)C=1C=NC(=CC1)OC)C (4-(6-Methoxy-pyridin-3-yl)-1H-indole-2-carboxylic acid {1-[2-((3S,4S)-4-hydroxy-3-methyl-piperidin-1-yl)-ethyl]-piperidin-4-yl}-amide). Reaction SMILES: O[CH2:2][CH2:3][N:4]1[CH2:9][CH2:8][CH:7]([NH:10][C:11]([C:13]2[NH:14][C:15]3[C:20]([CH:21]=2)=[C:19]([C:22]2[CH:23]=[N:24][C:25]([O:28][CH3:29])=[CH:26][CH:27]=2)[CH:18]=[CH:17][CH:16]=3)=[O:12])[CH2:6][CH2:5]1.[CH3:30][C@@H:31]1[C@@H:36]([O:37]C(=O)C(C)(C)C)[CH2:35][CH2:34][NH:33][CH2:32]1>>[OH:37][C@H:36]1[CH2:35][CH2:34][N:33]([CH2:2][CH2:3][N:4]2[CH2:9][CH2:8][CH:7]([NH:10][C:11]([C:13]3[NH:14][C:15]4[C:20]([CH:21]=3)=[C:19]([C:22]3[CH:23]=[N:24][C:25]([O:28][CH3:29])=[CH:26][CH:27]=3)[CH:18]=[CH:17][CH:16]=4)=[O:12])[CH2:6][CH2:5]2)[CH2:32][C@@H:31]1[CH3:30]. Procedure: This compound is synthesized from 4-(6-Methoxy-pyridin-3-yl)-1H-indole-2-carboxylic acid [1-(2-hydroxy-ethyl)-piperidin-4-yl]-amide (184, preparation see below) and 2,2-Dimethyl-propionic acid (3S,4S)-3-methyl-piperidin-4-yl ester (17) analogously to the method described in example 150, followed by cleavage of the protecting group. The reactants are C(C1=CC=CC=C1)N1CCC(CC1)NC(=O)C(F)(F)F (1-benzyl 4-trifluoromethylcarbonylamino piperidine), [H][H] (hydrogen). Reagents/catalysts: [Pd] (palladium on charcoal). Solvent: CO (methanol). Yields the product FC(C(=O)NC1CCNCC1)(F)F (4-trifluoromethylcarbonylamino piperidine). RXN SMILES: C([N:8]1[CH2:13][CH2:12][CH:11]([NH:14][C:15]([C:17]([F:20])([F:19])[F:18])=[O:16])[CH2:10][CH2:9]1)C1C=CC=CC=1.[H][H]>[Pd].CO>[F:20][C:17]([F:18])([F:19])[C:15]([NH:14][CH:11]1[CH2:12][CH2:13][NH:8][CH2:9][CH2:10]1)=[O:16]. Procedure: A suspension of 92 g of 1-benzyl 4-trifluoromethylcarbonylamino piperidine (X) and 9 g of wet 10% palladium on charcoal in 1000 ml of methanol is left under agitation for 8 days in a hydrogen atmosphere at room temperature. Then it is filtered, the filtrate is evaporated and the residue chromatographed on a silica column (M.P.L.C.). By eluting with pure methanol, 44 g of the expected product are obtained. Reaction SMILES: [N+:1]([C:4]1[CH:9]=[CH:8][C:7]([C:10]2[N:18]([CH2:19][C:20]([OH:22])=[O:21])[C:13]3=[N:14][CH:15]=[CH:16][CH:17]=[C:12]3[N:11]=2)=[CH:6][CH:5]=1)([O-:3])=[O:2].S(=O)(=O)(O)O.[CH2:28](O)[CH3:29]>>[CH2:28]([O:21][C:20](=[O:22])[CH2:19][N:18]1[C:13]2=[N:14][CH:15]=[CH:16][CH:17]=[C:12]2[N:11]=[C:10]1[C:7]1[CH:6]=[CH:5][C:4]([N+:1]([O-:3])=[O:2])=[CH:9][CH:8]=1)[CH3:29]. Reported procedure: A suspension of crude 2-(4-nitrophenyl)-3H-imidazo[4,5-b]pyridine-3-acetic acid (1.5 g, 0.00503 mole) in absolute ethanol was acidified with 0.5 ml of concentrated sulfuric acid and refluxed under nitrogen for three days. The solution was evaporated to approximately one-third of its original volume (reduced pressure), and saturated sodium bicarbonate solution and ethyl acetate were added. The layers were separated, the aqueous layer was re-extracted with ethyl acetate and the combined organic la... The reactants are [N+](=O)([O-])C1=CC=C(C=C1)C1=NC=2C(=NC=CC2)N1CC(=O)O (2-(4-nitrophenyl)-3H-imidazo[4,5-b]pyridine-3-acetic acid), C(C)O (ethanol), C(C)O (ethanol), S(O)(O)(=O)=O (sulfuric acid). Product: C(C)OC(CN1C(=NC=2C1=NC=CC2)C2=CC=C(C=C2)[N+](=O)[O-])=O (2-(4-Nitrophenyl)-3H-imidazo[4,5-b]pyridine-3-acetic acid ethyl ester). Isolated yield 71.0%. Starting materials: C(C)(C)(C)OC(NCC1=C(C=C(C=C1)O)F)=O ((2-fluoro-4-hydroxy-benzyl)-carbamic acid t-butyl ester), BrCC(=O)OC (methyl bromoacetate), C([O-])([O-])=O.[K+].[K+] (potassium carbonate). Solvent: CN(C)C=O (DMF). Product: COC(COC1=CC(=C(C=C1)CNC(=O)OC(C)(C)C)F)=O ([4-(t-Butoxycarbonylamino-methyl)-3-fluoro-phenoxyl]-acetic Acid Methyl Ester). Yield: 96.6%. RXN SMILES: [C:1]([O:5][C:6](=[O:17])[NH:7][CH2:8][C:9]1[CH:14]=[CH:13][C:12]([OH:15])=[CH:11][C:10]=1[F:16])([CH3:4])([CH3:3])[CH3:2].Br[CH2:19][C:20]([O:22][CH3:23])=[O:21].C(=O)([O-])[O-].[K+].[K+]>CN(C=O)C>[CH3:23][O:22][C:20](=[O:21])[CH2:19][O:15][C:12]1[CH:13]=[CH:14][C:9]([CH2:8][NH:7][C:6]([O:5][C:1]([CH3:4])([CH3:2])[CH3:3])=[O:17])=[C:10]([F:16])[CH:11]=1 |f:2.3.4|. Procedure: A solution of (2-fluoro-4-hydroxy-benzyl)-carbamic acid t-butyl ester (0.47 g, 1.95 mmol), methyl bromoacetate (0.203 mL, 2.15 mmol) and potassium carbonate (0.431 g, 3.12 mmol) in DMF (5 mL) was stirred at ambient temperature overnight. The reaction mixture was partitioned with water and ethyl acetate. The organic phase was washed with water and dried (Na2SO4). Removal of solvent in vacuo afforded 0.59 g of the title compound.